From a dataset of the Open Reaction Database (ORD), a public repository of structured organic reaction records. describe an organic reaction: reactants, conditions, products, and yield Reactants: C(C)OP(OCC)(=O)C1=C(C=C(C(=C1)CC1=CC=C(C=C1)CC)OC)OC ([2,4-dimethoxy-5-(4-ethylbenzyl)phenyl]phosphonic acid diethylester), Br[Si](C)(C)C (bromotrimethylsilane), CO (Methanol). The solvent is ClCCl (dichloromethane). Reaction conditions: time 17 hour. Product: COC1=C(C=C(C(=C1)OC)CC1=CC=C(C=C1)CC)P(O)(O)=O ([2,4-Dimethoxy-5-(4-ethylbenzyl)phenyl]phosphonic acid). The yield is 91.0%. As a reaction SMILES: C([O:3][P:4]([C:9]1[CH:14]=[C:13]([CH2:15][C:16]2[CH:21]=[CH:20][C:19]([CH2:22][CH3:23])=[CH:18][CH:17]=2)[C:12]([O:24][CH3:25])=[CH:11][C:10]=1[O:26][CH3:27])(=[O:8])[O:5]CC)C.Br[Si](C)(C)C.CO>ClCCl>[CH3:27][O:26][C:10]1[CH:11]=[C:12]([O:24][CH3:25])[C:13]([CH2:15][C:16]2[CH:17]=[CH:18][C:19]([CH2:22][CH3:23])=[CH:20][CH:21]=2)=[CH:14][C:9]=1[P:4](=[O:3])([OH:8])[OH:5]. Procedure: To a solution of [2,4-dimethoxy-5-(4-ethylbenzyl)phenyl]phosphonic acid diethylester (1.00 g) in dichloromethane (13.4 mL) was added bromotrimethylsilane (1.3 mL) at 0° C., and the reaction mixture was stirred for 17 hr at room temperature. Methanol (4.1 mL) was added to the reaction mixture, and the mixture was stirred for 10 min at room temperature. After evaporation, the residue was crystallized from ethyl acetate-n-hexane to give the title compound (0.78 g) as a colorless crystal. Starting materials: [O-]S(=O)(=O)[O-].[O-]S(=O)(=O)[O-].[Al+3].[K+] (Alum), Al2O3, O=[Al-]=O.[Na+] (sodium aluminate), [OH-].[Al+3].[OH-].[OH-] (aluminum hydroxide). Product: S(=O)(=O)([O-])[O-].[Al+3].S(=O)(=O)([O-])[O-].S(=O)(=O)([O-])[O-].[Al+3] (aluminum sulphate). Run in O (water). Procedure details: 700 parts of liquid Alum (28% Al2 (SO4)3) was added to a jacketed 1 L. flask. The mixture was cooled to 15° C. and under high shear mixing, 129 parts liquid sodium aluminate (24.0% Al2O3) contained in 157 parts of additional water were slowly added over one half hour. The aluminum hydroxide gel mixture was held at 10°-15° C. for one half hour at which time the temperature was slowly increased to 65° C. over two hours. It was held for one and a half hour at 65° C. until the mixture became clear a... Run at temperature 15 celsius. Reaction SMILES: [O-:1][S:2]([O-:5])(=[O:4])=[O:3].[O-:6][S:7]([O-:10])(=[O:9])=[O:8].[Al+3:11].[K+].O=[Al-:14]=O.[Na+].[OH-].[Al+3].[OH-].[OH-]>O>[S:2]([O-:5])([O-:4])(=[O:3])=[O:1].[Al+3:14].[S:7]([O-:10])([O-:9])(=[O:8])=[O:6].[S:2]([O-:5])([O-:4])(=[O:3])=[O:1].[Al+3:11] |f:0.1.2.3,4.5,6.7.8.9,11.12.13.14.15|. Reactants: CC(=O)O, O=Cc1ccccc1, CC(C)(N)CO, O, c1ccccc1. Product: CC(C)(CO)NCc1ccccc1. As a reaction SMILES: [CH3:15][C:16](=[O:17])[OH:18].[CH:1](=[O:2])[c:3]1[cH:4][cH:5][cH:6][cH:7][cH:8]1.[NH2:9][C:10]([CH2:11][OH:12])([CH3:13])[CH3:14].[OH2:25].[cH:19]1[cH:20][cH:21][cH:22][cH:23][cH:24]1>>[CH2:1]([c:3]1[cH:4][cH:5][cH:6][cH:7][cH:8]1)[NH:9][C:10]([CH2:11][OH:12])([CH3:13])[CH3:14].